Dataset: the Open Reaction Database (ORD), a public repository of structured organic reaction records. Task: describe an organic reaction: reactants, conditions, products, and yield Reactants: ClC=1C=C2C(=CNC2=CC1)CN1N=C2N(C(N(C(C2=C1C1=CC(=CN1C)C(=O)O)=O)C)=O)CC(C)C (5-{2-[(5-chloro-1H-indol-3-yl)methyl]-7-isobutyl-5-methyl-4,6-dioxo-4,5,6,7-tetrahydro-2H-pyrazolo[3,4-d]pyrimidin-3-yl}-1-methyl-1H-pyrrole-3-carboxylic acid), CNC (dimethylamine), C(#N)P(OCC)(OCC)=O (diethyl cyanophosphonate). Product: ClC=1C=C2C(=CNC2=CC1)CN1N=C2N(C(N(C(C2=C1C1=CC(=CN1C)C(=O)N(C)C)=O)C)=O)CC(C)C (5-{2-[(5-chloro-1H-indol-3-yl)methyl]-7-isobutyl-5-methyl-4,6-dioxo-4,5,6,7-tetrahydro-2H-pyrazolo[3,4-d]pyrimidin-3-yl}-N,N,1-trimethyl-1H-pyrrole-3-carboxamide). Reaction SMILES: [Cl:1][C:2]1[CH:3]=[C:4]2[C:8](=[CH:9][CH:10]=1)[NH:7][CH:6]=[C:5]2[CH2:11][N:12]1[C:20]([C:21]2[N:25]([CH3:26])[CH:24]=[C:23]([C:27](O)=[O:28])[CH:22]=2)=[C:19]2[C:14]([N:15]([CH2:33][CH:34]([CH3:36])[CH3:35])[C:16](=[O:32])[N:17]([CH3:31])[C:18]2=[O:30])=[N:13]1.[CH3:37][NH:38][CH3:39].C(P(=O)(OCC)OCC)#N>>[Cl:1][C:2]1[CH:3]=[C:4]2[C:8](=[CH:9][CH:10]=1)[NH:7][CH:6]=[C:5]2[CH2:11][N:12]1[C:20]([C:21]2[N:25]([CH3:26])[CH:24]=[C:23]([C:27]([N:38]([CH3:39])[CH3:37])=[O:28])[CH:22]=2)=[C:19]2[C:14]([N:15]([CH2:33][CH:34]([CH3:36])[CH3:35])[C:16](=[O:32])[N:17]([CH3:31])[C:18]2=[O:30])=[N:13]1. Procedure details: This compound was synthesized by the reaction of 5-{2-[(5-chloro-1H-indol-3-yl)methyl]-7-isobutyl-5-methyl-4,6-dioxo-4,5,6,7-tetrahydro-2H-pyrazolo[3,4-d]pyrimidin-3-yl}-1-methyl-1H-pyrrole-3-carboxylic acid and dimethylamine using diethyl cyanophosphonate as a coupling reagent. Mass: 536.03 (M+H). Starting materials: O=C1CN(C(=O)c2ccccc2)CC(=O)N1, CS(=O)(=O)CCc1ccccc1, CN(C)C=O. The product is O=C(c1ccccc1)N1CC(=O)N(CCc2ccccc2)C(=O)C1. As a reaction SMILES: [C:1]([c:2]1[cH:3][cH:4][cH:5][cH:6][cH:7]1)(=[O:8])[N:9]1[CH2:10][C:11](=[O:16])[NH:12][C:13](=[O:15])[CH2:14]1.[CH3:17][S:18](=[O:19])(=[O:20])[CH2:21][CH2:22][c:23]1[cH:24][cH:25][cH:26][cH:27][cH:28]1.[CH3:29][N:30]([CH3:31])[CH:32]=[O:33]>>[C:1]([c:2]1[cH:3][cH:4][cH:5][cH:6][cH:7]1)(=[O:8])[N:9]1[CH2:10][C:11](=[O:16])[N:12]([CH2:21][CH2:22][c:23]2[cH:24][cH:25][cH:26][cH:27][cH:28]2)[C:13](=[O:15])[CH2:14]1. Reactants: COC1=C(C=C(C=C1)[C@H]1[C@H](CCCC1)N)OC ((+/-)-cis-1,2-dimethoxy-4-(2-aminocyclohexyl)benzene), C1(=CC=C(C=C1)S(=O)(=O)NC1=CC=C(C(=O)Cl)C=C1)C (4-p-toluenesulfonamidobenzoyl chloride). Solvent: C(Cl)Cl (methylene chloride), C(Cl)Cl (methylene chloride), C(C)N(CC)CC (triethylamine). Run at time 1 hour. Yields the product COC=1C=C(C=CC1OC)[C@@H]1[C@@H](CCCC1)NC(C1=CC=C(C=C1)NS(=O)(=O)C1=CC=C(C=C1)C)=O ((+/-)-cis-N-[2-(3,4-Dimethoxyphenyl)cyclohexyl]-4-p-toluenesulfonamidobenzamide). As a reaction SMILES: [CH3:1][O:2][C:3]1[CH:8]=[CH:7][C:6]([C@@H:9]2[CH2:14][CH2:13][CH2:12][CH2:11][C@@H:10]2[NH2:15])=[CH:5][C:4]=1[O:16][CH3:17].[C:18]1([CH3:37])[CH:23]=[CH:22][C:21]([S:24]([NH:27][C:28]2[CH:36]=[CH:35][C:31]([C:32](Cl)=[O:33])=[CH:30][CH:29]=2)(=[O:26])=[O:25])=[CH:20][CH:19]=1>C(Cl)Cl.C(N(CC)CC)C>[CH3:17][O:16][C:4]1[CH:5]=[C:6]([C@H:9]2[CH2:14][CH2:13][CH2:12][CH2:11][C@H:10]2[NH:15][C:32](=[O:33])[C:31]2[CH:30]=[CH:29][C:28]([NH:27][S:24]([C:21]3[CH:22]=[CH:23][C:18]([CH3:37])=[CH:19][CH:20]=3)(=[O:26])=[O:25])=[CH:36][CH:35]=2)[CH:7]=[CH:8][C:3]=1[O:2][CH3:1]. Reported procedure: 6.4 g of (+/-)-cis-1,2-dimethoxy-4-(2-aminocyclohexyl)benzene are dissolved in 150 ml of methylene chloride and 9 ml of triethylamine. A solution of 11.2 g of 4-p-toluenesulfonamidobenzoyl chloride in 200 ml of methylene chloride is added dropwise at RT in the course of 3 h, and the mixture is extracted after stirring for 1 h with 100 ml each of water, 2N hydrochloric acid, satd. sodium hydrogencarbonate solution and water again. The organic phase is dried using sodium sulfate, concentrated and ... Reactants: CCOC(=O)c1cccc(C=C(C(=O)O)c2ccccc2)c1, Cc1ccccc1, [Cu], O=C=O, c1ccc2ncccc2c1. The product is CCOC(=O)c1cccc(C=Cc2ccccc2)c1. As a reaction SMILES: [CH2:1]([CH3:2])[O:3][C:4]([c:5]1[cH:6][c:7]([CH:11]=[C:12]([c:13]2[cH:14][cH:15][cH:16][cH:17][cH:18]2)[C:19]([OH:20])=[O:21])[cH:8][cH:9][cH:10]1)=[O:22].[CH3:26][c:27]1[cH:28][cH:29][cH:30][cH:31][cH:32]1.[Cu:43].[O:23]=[C:24]=[O:25].[cH:33]1[cH:34][c:35]2[c:36]([n:37][cH:38][cH:39][cH:40]2)[cH:41][cH:42]1>>[CH2:1]([CH3:2])[O:3][C:4]([c:5]1[cH:6][c:7]([CH:11]=[CH:12][c:13]2[cH:14][cH:15][cH:16][cH:17][cH:18]2)[cH:8][cH:9][cH:10]1)=[O:22]. Reaction SMILES: NC1C(C#N)=C(N2CCC(C3N(CCNCC4CC4)[CH:18]=[C:19]([C:21]4C=CC(F)=C(C)C=4)[N:20]=3)CC2)N=CN=1.C(N)(C)C.[NH2:40][C:41]1[N:46]=[CH:45][N:44]=[C:43]([N:47]2[CH2:52][CH2:51][CH:50]([C:53]3[N:54]([CH2:69][CH2:70]OS(C)(=O)=O)[CH:55]=[C:56]([C:58]4[CH:63]=[CH:62][C:61]([F:64])=[C:60]([C:65]([F:68])([F:67])[F:66])[CH:59]=4)[N:57]=3)[CH2:49][CH2:48]2)[C:42]=1[O:76][CH2:77][CH3:78].NC1N=CN=C(N2CCC(C3N(CCOS(C)(=O)=O)C=C(C4C=CC(F)=C(C(F)(F)F)C=4)N=3)CC2)C=1C#N>>[CH2:77]([O:76][C:42]1[C:41]([NH2:40])=[N:46][CH:45]=[N:44][C:43]=1[N:47]1[CH2:52][CH2:51][CH:50]([C:53]2[N:54]([CH2:69][CH2:70][NH:20][CH:19]([CH3:21])[CH3:18])[CH:55]=[C:56]([C:58]3[CH:63]=[CH:62][C:61]([F:64])=[C:60]([C:65]([F:67])([F:66])[F:68])[CH:59]=3)[N:57]=2)[CH2:49][CH2:48]1)[CH3:78]. The product is C(C)OC=1C(=NC=NC1N1CCC(CC1)C=1N(C=C(N1)C1=CC(=C(C=C1)F)C(F)(F)F)CCNC(C)C)N (5-Ethoxy-6-{4-[4-(4-fluoro-3-trifluoromethyl-phenyl)-1-(2-isopropylamino-ethyl)-1H-imidazol-2-yl]-piperidin-1-yl}-pyrimidin-4-ylamine). Reactants: NC1=NC=NC(=C1C#N)N1CCC(CC1)C=1N(C=C(N1)C1=CC(=C(C=C1)F)C)CCNCC1CC1 (4-Amino-6-{4-[1-[2-(cyclopropylmethyl-amino)-ethyl]-4-(4-fluoro-3-methyl-phenyl)-1H-imidazol-2-yl]-piperidin-1-yl}-pyrimidine-5-carbonitrile), NC1=C(C(=NC=N1)N1CCC(CC1)C=1N(C=C(N1)C1=CC(=C(C=C1)F)C(F)(F)F)CCOS(=O)(=O)C)C#N (methanesulfonic acid 2-[2-[1-(6-amino-5-cyano-pyrimidin-4-yl)-piperidin-4-yl]-4-(4-fluoro-3-trifluoromethyl-phenyl)-imidazol-1-yl]ethyl ester), C(C)(C)N (isopropylamine), NC1=C(C(=NC=N1)N1CCC(CC1)C=1N(C=C(N1)C1=CC(=C(C=C1)F)C(F)(F)F)CCOS(=O)(=O)C)OCC (methanesulfonic acid 2-[2-[1-(6-amino-5-ethoxy-pyrimidin-4-yl)-piperidin-4-yl]-4-(4-fluoro-3-trifluoromethyl-phenyl)-imidazol-1-yl]-ethyl ester). Procedure: The title compound was prepared in an analogous manner as 4-Amino-6-{4-[1-[2-(cyclopropylmethyl-amino)-ethyl]-4-(4-fluoro-3-methyl-phenyl)-1H-imidazol-2-yl]-piperidin-1-yl}-pyrimidine-5-carbonitrile using isopropylamine and methanesulfonic acid 2-[2-[1-(6-amino-5-ethoxy-pyrimidin-4-yl)-piperidin-4-yl]-4-(4-fluoro-3-trifluoromethyl-phenyl)-imidazol-1-yl]-ethyl ester instead of cyclopropylmethylamine and methanesulfonic acid 2-[2-[1-(6-amino-5-cyano-pyrimidin-4-yl)-piperidin-4-yl]-4-(4-fluoro-3-tr...